The task is: describe an organic reaction: reactants, conditions, products, and yield. This data is from the Open Reaction Database (ORD), a public repository of structured organic reaction records. Starting materials: Cl (hydrochloric acid), C(=O)N1CC[C@@]2(C(C3=C(C[C@@H]12)C(=CC=C3)OC)(C)C)C (trans-1-Formyl-8-methoxy-3a ,4,4-trimethyl-2,3,3a ,4,9,9a-hexahydro-1H-benz[f]indole), alcohol. The solvent is O (water), O (water), C(CC)O (n-propanol). The product is COC1=CC=CC=2C([C@]3(CCN[C@@H]3CC21)C)(C)C (trans-8-Methoxy-3a,4,4-trimethyl-2,3,3a,4,9,9a-hexahydro-1H-benz[f]indole). The yield is 100.1%. RXN SMILES: C([N:3]1[C@H:11]2[C@@:6]([CH3:20])([C:7]([CH3:19])([CH3:18])[C:8]3[CH:15]=[CH:14][CH:13]=[C:12]([O:16][CH3:17])[C:9]=3[CH2:10]2)[CH2:5][CH2:4]1)=O.Cl>C(O)CC.O>[CH3:17][O:16][C:12]1[C:9]2[CH2:10][C@@H:11]3[C@:6]([CH3:20])([CH2:5][CH2:4][NH:3]3)[C:7]([CH3:19])([CH3:18])[C:8]=2[CH:15]=[CH:14][CH:13]=1. Procedure details: 9.6 g (35 mmol) of trans-1-formyl-8-methoxy-3a,4,4-trimethyl-2,3,3a,4,9,9a-hexahydro-1H-benz[f]indole (5) are dissolved in 75 mL of n-propanol and mixed with 25 mL of conc. hydrochloric acid and 15 mL of water. The mixture is refluxed for 12 h, the alcohol is eliminated in vacuo and diluted with 800 mL of water. The mixture is extracted once with 150 mL of ethyl acetate (discarded), the aqueous phase is made alkaline with sodium hydroxide and extracted three times with 200 mL ethyl acetate. The ... Reactants: NC=1SC=C(N1)/C(/C(=O)N[C@H]1[C@@H]2N(C(=C(CS2)CSC2=C(C(=NS2)O)C(=O)O)C(=O)O)C1=O)=N/OC(SC1=CC(=C(C=C1)OC(C)=O)OC(C)=O)C(=O)O (7β-[(Z)-2-(2-amino-4-thiazolyl)-2-[[(R S)-carboxy(3,4-diacetoxyphenylthio)methoxy]imino]acetamido]-3-[[(4-carboxy-3-hydroxy-5-isothiazolyl)thio]methyl]-3-cephem-4-carboxylic acid), C(O)([O-])=O.[Na+] (sodium hydrogencarbonate). Run in O (water). Reaction conditions: time 2.5 hour. The product is NC=1SC=C(N1)/C(/C(=O)N[C@H]1[C@@H]2N(C(=C(CS2)CSC2=C(C(=NS2)O)C(=O)O)C(=O)[O-])C1=O)=N/OC(SC1=CC(=C(C=C1)O)O)C(=O)O.[Na+].[Na+].[Na+].NC=1SC=C(N1)/C(/C(=O)N[C@H]1[C@@H]2N(C(=C(CS2)CSC2=C(C(=NS2)O)C(=O)O)C(=O)[O-])C1=O)=N/OC(C(=O)O)SC1=CC(=C(C=C1)O)O.NC=1SC=C(N1)/C(/C(=O)N[C@H]1[C@@H]2N(C(=C(CS2)CSC2=C(C(=NS2)O)C(=O)O)C(=O)[O-])C1=O)=N/OC(C(=O)O)SC1=CC(=C(C=C1)O)O (trisodium 7β-[(Z)-2-(2-amino-4-thiazolyl)-2-[[(R S)-(carboxy)(3,4-dihydroxyphenylthio)methoxy]imino]acetamido]-3-[[(4-carboxy-3-hydroxy-5-isothiazolyl)thio]methyl]-3-cephem-4-carboxylate). RXN SMILES: [NH2:1][C:2]1[S:3][CH:4]=[C:5](/[C:7](=[N:34]/[O:35][CH:36]([C:52]([OH:54])=[O:53])[S:37][C:38]2[CH:43]=[CH:42][C:41]([O:44]C(=O)C)=[C:40]([O:48]C(=O)C)[CH:39]=2)/[C:8]([NH:10][C@@H:11]2[C:32](=[O:33])[N:13]3[C:14]([C:29]([OH:31])=[O:30])=[C:15]([CH2:18][S:19][C:20]4[S:24][N:23]=[C:22]([OH:25])[C:21]=4[C:26]([OH:28])=[O:27])[CH2:16][S:17][C@H:12]23)=[O:9])[N:6]=1.C(=O)([O-])O.[Na+:59]>O>[NH2:1][C:2]1[S:3][CH:4]=[C:5](/[C:7](=[N:34]/[O:35][CH:36]([C:52]([OH:54])=[O:53])[S:37][C:38]2[CH:43]=[CH:42][C:41]([OH:44])=[C:40]([OH:48])[CH:39]=2)/[C:8]([NH:10][C@@H:11]2[C:32](=[O:33])[N:13]3[C:14]([C:29]([O-:31])=[O:30])=[C:15]([CH2:18][S:19][C:20]4[S:24][N:23]=[C:22]([OH:25])[C:21]=4[C:26]([OH:28])=[O:27])[CH2:16][S:17][C@H:12]23)=[O:9])[N:6]=1.[Na+:59].[Na+:59].[Na+:59].[NH2:1][C:2]1[S:3][CH:4]=[C:5](/[C:7](=[N:34]/[O:35][CH:36]([S:37][C:38]2[CH:43]=[CH:42][C:41]([OH:44])=[C:40]([OH:48])[CH:39]=2)[C:52]([OH:54])=[O:53])/[C:8]([NH:10][C@@H:11]2[C:32](=[O:33])[N:13]3[C:14]([C:29]([O-:31])=[O:30])=[C:15]([CH2:18][S:19][C:20]4[S:24][N:23]=[C:22]([OH:25])[C:21]=4[C:26]([OH:28])=[O:27])[CH2:16][S:17][C@H:12]23)=[O:9])[N:6]=1.[NH2:1][C:2]1[S:3][CH:4]=[C:5](/[C:7](=[N:34]/[O:35][CH:36]([S:37][C:38]2[CH:43]=[CH:42][C:41]([OH:44])=[C:40]([OH:48])[CH:39]=2)[C:52]([OH:54])=[O:53])/[C:8]([NH:10][C@@H:11]2[C:32](=[O:33])[N:13]3[C:14]([C:29]([O-:31])=[O:30])=[C:15]([CH2:18][S:19][C:20]4[S:24][N:23]=[C:22]([OH:25])[C:21]=4[C:26]([OH:28])=[O:27])[CH2:16][S:17][C@H:12]23)=[O:9])[N:6]=1 |f:1.2,4.5.6.7.8.9|. Procedure: After 600 mg of 7β-[(Z)-2-(2-amino-4-thiazolyl)-2-[[(R S)-(carboxy)(3,4-diacetoxyphenylthio)methoxy]imino]acetamido]-3-[[(4-carboxy-3-hydroxy-5-isothiazolyl)thio]methyl]-3-cephem-4-carboxylic acid obtained in Example 4 (10) was suspended in 20 ml of water, saturated sodium hydrogencarbonate aqueous solution was added to the suspension at room temperature to adjust pH to 8. After stirring at room temperature for 2.5 hours, the aqueous solution was adsorbed to DIAION HP20 followed by elution with ... The reactants are N1CCCC1 (Pyrrolidine), CCN(C(C)C)C(C)C (DIPEA), solution, ClC1=CC=CC(=N1)C(=O)NC1=C2C=NNC2=CC(=C1)C1=C2C=CNC2=CC=C1 (6-Chloro-N-[6-(1H-indol-4-yl)-1H-indazol-4-yl]-2-pyridinecarboxamide). Solvent: CS(=O)C (DMSO), CS(=O)C.CO (DMSO MeOH). Run at temperature 160 celsius. Product: N1C=CC2=C(C=CC=C12)C1=CC(=C2C=NNC2=C1)NC(=O)C1=NC(=CC=C1)N1CCCC1 (N-[6-(1H-Indol-4-yl)-1H-indazol-4-yl]-6-(1-pyrrolidinyl)-2-pyridinecarboxamide). The yield is 16.0%. As a reaction SMILES: Cl[C:2]1[N:7]=[C:6]([C:8]([NH:10][C:11]2[CH:19]=[C:18]([C:20]3[CH:28]=[CH:27][CH:26]=[C:25]4[C:21]=3[CH:22]=[CH:23][NH:24]4)[CH:17]=[C:16]3[C:12]=2[CH:13]=[N:14][NH:15]3)=[O:9])[CH:5]=[CH:4][CH:3]=1.[NH:29]1[CH2:33][CH2:32][CH2:31][CH2:30]1.CCN(C(C)C)C(C)C>CS(C)=O.CS(C)=O.CO>[NH:24]1[C:25]2[C:21](=[C:20]([C:18]3[CH:17]=[C:16]4[C:12]([CH:13]=[N:14][NH:15]4)=[C:11]([NH:10][C:8]([C:6]4[CH:5]=[CH:4][CH:3]=[C:2]([N:29]5[CH2:33][CH2:32][CH2:31][CH2:30]5)[N:7]=4)=[O:9])[CH:19]=3)[CH:28]=[CH:27][CH:26]=2)[CH:22]=[CH:23]1 |f:4.5|. Procedure details: To a microwave vial was added 2 ml of a solution of 6-chloro-N-[6-(1H-indol-4-yl)-1H-indazol-4-yl]-2-pyridinecarboxamide (350 mg, 0.26 mmol, prepared as described in Example 18) in DMSO (14 ml). Pyrrolidine (0.022 ml, 0.26 mmol) and DIPEA (0.113 ml) were added and the mixture was heated at 160° C. for 3 h under microwave irradiation. The crude reaction mixture was dissolved in DMSO/MeOH (1:1) and purified by Mass Directed Automated Preparative HPLC (Method B). Product-containing fractions were d... Reactants: Cc1ccccc1, OC(c1ccccc1)(c1ccccc1)c1ccccc1Cl, [O-]P(Oc1ccccc1)Oc1ccccc1, c1c[nH]cn1. Product: Clc1ccccc1C(c1ccccc1)(c1ccccc1)n1ccnc1. Reaction SMILES: [CH3:43][c:44]1[cH:45][cH:46][cH:47][cH:48][cH:49]1.[Cl:22][c:23]1[c:24]([C:29]([OH:30])([c:31]2[cH:32][cH:33][cH:34][cH:35][cH:36]2)[c:37]2[cH:38][cH:39][cH:40][cH:41][cH:42]2)[cH:25][cH:26][cH:27][cH:28]1.[P:1]([O-:2])([O:3][c:4]1[cH:5][cH:6][cH:7][cH:8][cH:9]1)[O:10][c:11]1[cH:12][cH:13][cH:14][cH:15][cH:16]1.[nH:17]1[cH:18][n:19][cH:20][cH:21]1>>[n:17]1([C:29]([c:24]2[c:23]([Cl:22])[cH:28][cH:27][cH:26][cH:25]2)([c:31]2[cH:32][cH:33][cH:34][cH:35][cH:36]2)[c:37]2[cH:38][cH:39][cH:40][cH:41][cH:42]2)[cH:18][n:19][cH:20][cH:21]1. Reactants: CC(C)(C)C(NC(=O)OCc1ccccc1)C(=O)N1CCC2C1C(Oc1ccc(F)c(F)c1)CN2c1ncccn1, CO. Product: CC(C)(C)C(N)C(=O)N1CCC2C1C(Oc1ccc(F)c(F)c1)CN2c1ncccn1. As a reaction SMILES: [CH2:1]([O:2][C:3](=[O:4])[NH:10][CH:11]([C:12]([CH3:13])([CH3:14])[CH3:15])[C:16](=[O:17])[N:18]1[CH:19]2[CH:20]([CH2:21][CH2:22]1)[N:23]([c:35]1[n:36][cH:37][cH:38][cH:39][n:40]1)[CH2:24][CH:25]2[O:26][c:27]1[cH:28][c:29]([F:34])[c:30]([F:33])[cH:31][cH:32]1)[c:5]1[cH:6][cH:7][cH:8][cH:9][cH:41]1.[CH3:42][OH:43]>>[NH2:10][CH:11]([C:12]([CH3:13])([CH3:14])[CH3:15])[C:16](=[O:17])[N:18]1[CH:19]2[CH:20]([CH2:21][CH2:22]1)[N:23]([c:35]1[n:36][cH:37][cH:38][cH:39][n:40]1)[CH2:24][CH:25]2[O:26][c:27]1[cH:28][c:29]([F:34])[c:30]([F:33])[cH:31][cH:32]1. The reactants are C(C)(C)(C)OC(C(C1=CC(=C(C=C1)[N+](=O)[O-])OC)C#N)=O (Cyano-(3-methoxy-4-nitro-phenyl)-acetic acid tert-butyl ester), C(Cl)Cl (Methylene chloride), FC(C(=O)O)(F)F (Trifluoroacetic Acid). Reaction conditions: time 8 hour. The product is COC=1C=C(C=CC1[N+](=O)[O-])CC#N ((3-Methoxy-4-nitro-phenyl)-acetonitrile). Isolated yield 61.8%. As a reaction SMILES: C(OC(=O)[CH:7]([C:19]#[N:20])[C:8]1[CH:13]=[CH:12][C:11]([N+:14]([O-:16])=[O:15])=[C:10]([O:17][CH3:18])[CH:9]=1)(C)(C)C.C(Cl)Cl.FC(F)(F)C(O)=O>>[CH3:18][O:17][C:10]1[CH:9]=[C:8]([CH2:7][C:19]#[N:20])[CH:13]=[CH:12][C:11]=1[N+:14]([O-:16])=[O:15]. Procedure: Into a 1-neck round-bottom flask, Cyano-(3-methoxy-4-nitro-phenyl)-acetic acid tert-butyl ester (12.80 g, 43.79 mmol), Methylene chloride (50 g, 600 mmol), and Trifluoroacetic Acid (20 mL, 200 mmol) were added and stirred at room temperature overnight. The solvent was removed under vacuum. The residual TFA was co-evaporated with DCM three times to give brown oil. The reaction was partitioned with saturated NaHCO3 and DCM. The organic was separated, washed with Brine and dried over Na2SO4. The so... The reactants are FC(C1=CC=C(C=C1)N=C=O)(F)F (4-(trifluoromethyl)phenyl isocyanate), N[C@@H]1CC[C@H](CC1)OC1=CC=C(C(=O)O)C=C1 (trans-4-(4-amino-cyclohexyloxy)-benzoic acid), ClC1=C(C=C(C=C1)NC(N[C@@H]1CC[C@H](CC1)OC1=CC=C(C(=O)O)C=C1)=O)C(F)(F)F (trans-4-{4-[3-(4-Chloro-3-trifluoromethyl-phenyl)-ureido]-cyclohexyloxy}-benzoic acid). Yields the product FC(C1=CC=C(C=C1)NC(N[C@@H]1CC[C@H](CC1)OC1=CC=C(C(=O)O)C=C1)=O)(F)F (trans-4-{4-[3-(4-Trifluoromethyl-phenyl)-ureido]-cyclohexyloxy}-benzoic acid). Isolated yield 70.0%. RXN SMILES: [F:1][C:2]([F:13])([F:12])[C:3]1[CH:8]=[CH:7][C:6]([N:9]=[C:10]=[O:11])=[CH:5][CH:4]=1.[NH2:14][C@H:15]1[CH2:20][CH2:19][C@H:18]([O:21][C:22]2[CH:30]=[CH:29][C:25]([C:26]([OH:28])=[O:27])=[CH:24][CH:23]=2)[CH2:17][CH2:16]1.ClC1C=CC(NC(=O)N[C@H]2CC[C@H](OC3C=CC(C(O)=O)=CC=3)CC2)=CC=1C(F)(F)F>>[F:1][C:2]([F:12])([F:13])[C:3]1[CH:4]=[CH:5][C:6]([NH:9][C:10](=[O:11])[NH:14][C@H:15]2[CH2:20][CH2:19][C@H:18]([O:21][C:22]3[CH:30]=[CH:29][C:25]([C:26]([OH:28])=[O:27])=[CH:24][CH:23]=3)[CH2:17][CH2:16]2)=[CH:7][CH:8]=1. Procedure: Compound 2372 was prepared in 70% yield from 4-(trifluoromethyl)phenyl isocyanate and trans-4-(4-amino-cyclohexyloxy)-benzoic acid using the procedure detailed for compound 2221 in Example 4. 1H NMR (400 MHz, DMSO-d6): δ 12.62 (s, 1H), 9.00 (s, 1H), 7.86 (d, J=9 Hz, 2H), 7.60-7.53 (m, 4H), 7.02 (d, J=9 Hz, 2H), 6.52 (d, J=8 Hz, 1H), 4.50-4.40 (m, 1H), 3.60-3.48 (m, 1H), 2.11-2.01 (m, 2H), 1.98-1.89 (m, 2H), 1.56-1.32 (m, 4H).